From a dataset of the Open Reaction Database (ORD), a public repository of structured organic reaction records. describe an organic reaction: reactants, conditions, products, and yield Reactants: [H-].[Na+] (NaH), ClC1=C(C(C2=C(C=CC=C2F)F)=NO)C=CC(=C1Cl)OC (2,3-dichloro-4-methoxy-2',6'-difluorobenzophenone oxime), ice water, crude product, N#N (N2). Solvent: CN(C)C=O (DMF), CN(C)C=O (DMF). Conditions: temperature 40 celsius, time 30 minute. The product is ClC1=C(C=CC=2C(=NOC21)C2=C(C=CC=C2F)F)OC (7-chloro-3-(2,6-difluorophenyl)-6-methoxy-1,2-benzisoxazole). As a reaction SMILES: [H-].[Na+].Cl[C:4]1[C:20]([Cl:21])=[C:19]([O:22][CH3:23])[CH:18]=[CH:17][C:5]=1[C:6](=[N:15][OH:16])[C:7]1[C:12]([F:13])=[CH:11][CH:10]=[CH:9][C:8]=1[F:14].N#N>CN(C=O)C>[Cl:21][C:20]1[C:4]2[O:16][N:15]=[C:6]([C:7]3[C:12]([F:13])=[CH:11][CH:10]=[CH:9][C:8]=3[F:14])[C:5]=2[CH:17]=[CH:18][C:19]=1[O:22][CH3:23] |f:0.1|. Procedure details: To a mixture of 5 g of NaH in 200 ml of DMF, 48 g of 2,3-dichloro-4-methoxy-2',6'-difluorobenzophenone oxime in 250 ml of DMF is added dropwise in an atmosphere of N2 while the temperature is maintained at approximately 40° C. After the addition, the mixture is stirred 30 minutes and poured into ice water. A crude product, which is a mixture of isomers, is filtered off and chromatographed on silica gel with CHCl3 as eluant to yield 7-chloro-3-(2,6-difluorophenyl)-6-methoxy-1,2-benzisoxazole whic... Reactants: CN(C)C(=[N+](C)C)ON1C2=C(C=CC=C2)N=N1.[B-](F)(F)(F)F (TBTU), CCN(C(C)C)C(C)C (DIEA), Cl.FC(CN)(F)F (2,2,2-trifluoro-ethanamine hydrochloride), C1(CC1)COC1=C(N=CC(=N1)C(=O)N[C@H](C(=O)O)CC(C)C)N1CC(C1)(F)F ((S)-2-{[6-Cyclopropylmethoxy-5-(3,3-difluoro-azetidin-1-yl)-pyrazine-2-carbonyl]-amino}-4-methyl-pentanoic acid). Solvent: CN(C)C=O (DMF). Run at time 16 hour. The product is CC(C[C@@H](C(NCC(F)(F)F)=O)NC(=O)C1=NC(=C(N=C1)N1CC(C1)(F)F)OCC1CC1)C (6-Cyclopropylmethoxy-5-(3,3-difluoro-azetidin-1-yl)-pyrazine-2-carboxylic acid [(S)-3-methyl-1-(2,2,2-trifluoro-ethylcarbamoyl)-butyl]-amide). The yield is 75.1%. Reaction SMILES: [CH:1]1([CH2:4][O:5][C:6]2[N:11]=[C:10]([C:12]([NH:14][C@@H:15]([CH2:19][CH:20]([CH3:22])[CH3:21])[C:16](O)=[O:17])=[O:13])[CH:9]=[N:8][C:7]=2[N:23]2[CH2:26][C:25]([F:28])([F:27])[CH2:24]2)[CH2:3][CH2:2]1.CN(C(ON1N=NC2C=CC=CC1=2)=[N+](C)C)C.[B-](F)(F)(F)F.CCN(C(C)C)C(C)C.Cl.[F:61][C:62]([F:66])([F:65])[CH2:63][NH2:64]>CN(C=O)C>[CH3:22][CH:20]([CH3:21])[CH2:19][C@H:15]([NH:14][C:12]([C:10]1[CH:9]=[N:8][C:7]([N:23]2[CH2:26][C:25]([F:27])([F:28])[CH2:24]2)=[C:6]([O:5][CH2:4][CH:1]2[CH2:2][CH2:3]2)[N:11]=1)=[O:13])[C:16](=[O:17])[NH:64][CH2:63][C:62]([F:66])([F:65])[F:61] |f:1.2,4.5|. Reported procedure: (S)-2-{[6-Cyclopropylmethoxy-5-(3,3-difluoro-azetidin-1-yl)-pyrazine-2-carbonyl]-amino}-4-methyl-pentanoic acid (40 mg, 100 μmol) was suspended in DMF (2 mL). TBTU (35.5 mg, 110 μmol), DIEA (85.9 μl, 0.5 mmol) and 2,2,2-trifluoro-ethanamine hydrochloride (1:1) (CAN 373-88-6, 15 mg, 135 μmol) were added and the reaction mixture was stirred at room temperature for 16 hours. The mixture was concentrated in vacuo; ethyl acetate (3 mL) and 2N NaOH solution (2 mL) were added before eluting with ethyl ... Reactants: CCOC(CN)OCC, Cc1nc(CCl)cs1, C1CCOC1. Product: CCOC(CNCc1csc(C)n1)OCC. As a reaction SMILES: [CH2:9]([CH3:10])[O:11][CH:12]([CH2:13][NH2:14])[O:15][CH2:16][CH3:17].[Cl:1][CH2:2][c:3]1[n:4][c:5]([CH3:8])[s:6][cH:7]1.[O:18]1[CH2:19][CH2:20][CH2:21][CH2:22]1>>[CH2:2]([c:3]1[n:4][c:5]([CH3:8])[s:6][cH:7]1)[NH:14][CH2:13][CH:12]([O:11][CH2:9][CH3:10])[O:15][CH2:16][CH3:17]. Reactants: ClC1=CC=C(CN2C(=C(C3=CC(=CC=C23)OC(C2=CC=CC=C2)=O)C(C2=CC=CC=C2)=O)CC(C(=O)OC)(C)C)C=C1 (Methyl 3-[N-(p-chlorobenzyl)-3-benzoyl-5-benzoyloxyindol-2-yl]-2,2-dimethylpropanoate), C(#N)[BH3-].[Na+] (sodium cyanoborohydride), NH4OAc. Reagents/catalysts: [Zn+2].[I-].[I-] (ZnI2). Run in ClC(C)Cl (dichloroethane). Run at temperature 65 celsius. Yields the product ClC1=CC=C(CN2C(=C(C3=CC(=CC=C23)OC(C2=CC=CC=C2)=O)CC2=CC=CC=C2)CC(C(=O)OC)(C)C)C=C1 (Methyl 3-[N-(p-Chlorobenzyl)-3-benzyl-5-(benzoyloxy)indol-2-yl]-2,2-dimethylpropanoate). As a reaction SMILES: [Cl:1][C:2]1[CH:42]=[CH:41][C:5]([CH2:6][N:7]2[C:15]3[C:10](=[CH:11][C:12]([O:16][C:17](=[O:24])[C:18]4[CH:23]=[CH:22][CH:21]=[CH:20][CH:19]=4)=[CH:13][CH:14]=3)[C:9]([C:25](=O)[C:26]3[CH:31]=[CH:30][CH:29]=[CH:28][CH:27]=3)=[C:8]2[CH2:33][C:34]([CH3:40])([CH3:39])[C:35]([O:37][CH3:38])=[O:36])=[CH:4][CH:3]=1.C([BH3-])#N.[Na+]>ClC(Cl)C.[Zn+2].[I-].[I-]>[Cl:1][C:2]1[CH:42]=[CH:41][C:5]([CH2:6][N:7]2[C:15]3[C:10](=[CH:11][C:12]([O:16][C:17](=[O:24])[C:18]4[CH:23]=[CH:22][CH:21]=[CH:20][CH:19]=4)=[CH:13][CH:14]=3)[C:9]([CH2:25][C:26]3[CH:27]=[CH:28][CH:29]=[CH:30][CH:31]=3)=[C:8]2[CH2:33][C:34]([CH3:40])([CH3:39])[C:35]([O:37][CH3:38])=[O:36])=[CH:4][CH:3]=1 |f:1.2,4.5.6|. Procedure details: Methyl 3-[N-(p-chlorobenzyl)-3-benzoyl-5-(benzoyloxy)indol-2-yl]-2,2-dimethylpropanoate (360 mg) (prepared in Step A of Example 9), 800 mg of ZnI2, and 500 mg of sodium cyanoborohydride were stirred in 5 mL of dichloroethane at RT under argon for 30 min. The temperature was then raised to 65° C. for 3 hr. After the solution had cooled, it was poured onto 10 mL of NH4OAc (25% solution), extracted with 3×15 mL of ether, washed with 10 mL of H2O and dried (MgSO4). The solution was evaporated to dry... Starting materials: C1CCOC1, CCN(C(C)C)C(C)C, Nc1ccc(F)c([N+](=O)[O-])c1, O=C(Cl)c1cccc(C(F)(F)F)c1, O. The product is O=C(Nc1ccc(F)c([N+](=O)[O-])c1)c1cccc(C(F)(F)F)c1. As a reaction SMILES: [CH2:35]1[O:36][CH2:37][CH2:38][CH2:39]1.[CH:12]([N:13]([CH2:14][CH3:15])[CH:16]([CH3:17])[CH3:18])([CH3:19])[CH3:20].[F:1][c:2]1[c:3]([N+:9](=[O:10])[O-:11])[cH:4][c:5]([NH2:8])[cH:6][cH:7]1.[F:21][C:22]([c:23]1[cH:24][c:25]([C:26](=[O:27])[Cl:28])[cH:29][cH:30][cH:31]1)([F:32])[F:33].[OH2:34]>>[F:1][c:2]1[c:3]([N+:9](=[O:10])[O-:11])[cH:4][c:5]([NH:8][C:26]([c:25]2[cH:24][c:23]([C:22]([F:21])([F:32])[F:33])[cH:31][cH:30][cH:29]2)=[O:27])[cH:6][cH:7]1.